From a dataset of the Open Reaction Database (ORD), a public repository of structured organic reaction records. describe an organic reaction: reactants, conditions, products, and yield The reactants are O=C([O-])[O-], CC(=O)[O-], CC(=O)[O-], CN(C)C=O, Ic1cnccc1OCCc1ccsc1, [K+], [K+], [Pd+2], c1ccc(P(c2ccccc2)c2ccccc2)cc1. Product: c1cc2c(cn1)-c1sccc1CCO2. Reaction SMILES: [C:35](=[O:36])([O-:37])[O-:38].[C:46]([O-:47])(=[O:48])[CH3:49].[C:51]([O-:52])(=[O:53])[CH3:54].[CH3:41][N:42]([CH3:43])[CH:44]=[O:45].[I:1][c:2]1[cH:3][n:4][cH:5][cH:6][c:7]1[O:8][CH2:9][CH2:10][c:11]1[cH:12][s:13][cH:14][cH:15]1.[K+:39].[K+:40].[Pd+2:50].[c:16]1([P:17]([c:18]2[cH:19][cH:20][cH:21][cH:22][cH:23]2)[c:24]2[cH:25][cH:26][cH:27][cH:28][cH:29]2)[cH:30][cH:31][cH:32][cH:33][cH:34]1>>[c:2]12[cH:3][n:4][cH:5][cH:6][c:7]1[O:8][CH2:9][CH2:10][c:11]1[c:12]-2[s:13][cH:14][cH:15]1. The reactants are NCCC1=CC=C(OCCC=2C=CC(=C(C2)[C@H](CCN(C(C)C)C(C)C)C2=CC=CC=C2)OCC2=CC=CC=C2)C=C1 ((3R)-3-[5-{2-[4-(2-aminoethyl)phenoxy]ethyl}-2-(benzyloxy)phenyl]-N,N-diisopropyl-3-phenylpropan-1-amine), C(C1=CC=CC=C1)OC1=C(C=C(C=C1)[C@H](CBr)O[Si](C)(C)C(C)(C)C)NS(=O)(=O)C (N-{2-(benzyloxy)-5-[(1R)-2-bromo-1-{[tert-butyl(dimethyl)silyl]oxy}ethyl]phenyl}methanesulfonamide), C(O)([O-])=O.[Na+] (sodium hydrogen carbonate), [I-].[K+] (potassium iodide). Solvent: C(C)#N (acetonitrile). Product: N (ammonia), C(C1=CC=CC=C1)OC1=C(C=C(C=C1)[C@H](CNCCC1=CC=C(C=C1)OCCC1=CC(=C(C=C1)OCC1=CC=CC=C1)[C@H](CCN(C(C)C)C(C)C)C1=CC=CC=C1)O[Si](C)(C)C(C)(C)C)NS(=O)(=O)C (N-{2-(benzyloxy)-5-[(1R)-2-({2-[4-(2-{4-(benzyloxy)-3-[(1R)-3-(diisopropylamino)-1-phenylpropyl]phenyl}ethoxy)phenyl]ethyl}amino)-1-{[tert-butyl(dimethyl)silyl]oxy}ethyl]phenyl}methanesulfonamide). As a reaction SMILES: [NH2:1][CH2:2][CH2:3][C:4]1[CH:42]=[CH:41][C:7]([O:8][CH2:9][CH2:10][C:11]2[CH:12]=[CH:13][C:14]([O:33][CH2:34][C:35]3[CH:40]=[CH:39][CH:38]=[CH:37][CH:36]=3)=[C:15]([C@@H:17]([C:27]3[CH:32]=[CH:31][CH:30]=[CH:29][CH:28]=3)[CH2:18][CH2:19][N:20]([CH:24]([CH3:26])[CH3:25])[CH:21]([CH3:23])[CH3:22])[CH:16]=2)=[CH:6][CH:5]=1.[CH2:43]([O:50][C:51]1[CH:56]=[CH:55][C:54]([C@@H:57]([O:60][Si:61]([C:64]([CH3:67])([CH3:66])[CH3:65])([CH3:63])[CH3:62])[CH2:58]Br)=[CH:53][C:52]=1[NH:68][S:69]([CH3:72])(=[O:71])=[O:70])[C:44]1[CH:49]=[CH:48][CH:47]=[CH:46][CH:45]=1.C(=O)([O-])O.[Na+].[I-].[K+]>C(#N)C>[NH3:1].[CH2:43]([O:50][C:51]1[CH:56]=[CH:55][C:54]([C@@H:57]([O:60][Si:61]([C:64]([CH3:65])([CH3:67])[CH3:66])([CH3:63])[CH3:62])[CH2:58][NH:1][CH2:2][CH2:3][C:4]2[CH:42]=[CH:41][C:7]([O:8][CH2:9][CH2:10][C:11]3[CH:12]=[CH:13][C:14]([O:33][CH2:34][C:35]4[CH:36]=[CH:37][CH:38]=[CH:39][CH:40]=4)=[C:15]([C@@H:17]([C:27]4[CH:28]=[CH:29][CH:30]=[CH:31][CH:32]=4)[CH2:18][CH2:19][N:20]([CH:24]([CH3:26])[CH3:25])[CH:21]([CH3:23])[CH3:22])[CH:16]=3)=[CH:6][CH:5]=2)=[CH:53][C:52]=1[NH:68][S:69]([CH3:72])(=[O:70])=[O:71])[C:44]1[CH:49]=[CH:48][CH:47]=[CH:46][CH:45]=1 |f:2.3,4.5|. Procedure: (3R)-3-[5-{2-[4-(2-aminoethyl)phenoxy]ethyl}-2-(benzyloxy)phenyl]-N,N-diisopropyl-3-phenylpropan-1-amine (Preparation 21, 95 mg, 0.17 mmol), N-{2-(benzyloxy)-5-[(1R)-2-bromo-1-{[tert-butyl(dimethyl)silyl]oxy}ethyl]phenyl}methanesulfonamide (WO2005/080324, 86 mg, 0.17 mmol), sodium hydrogen carbonate (42 mg, 0.51 mmol) and potassium iodide (28 mg, 0.17 mmol) were added to acetonitrile (2.5 ml) and heated to reflux for 24 hours, then cooled to room temperature and the solvents removed in vacuo, th...